From a dataset of the Open Reaction Database (ORD), a public repository of structured organic reaction records. describe an organic reaction: reactants, conditions, products, and yield The reactants are NC=1N=C(C2=C(N1)C=CC=N2)N[C@@H](C)C2=NC1=CC=CC(=C1C(N2C2=CC=CC=C2)=O)Cl ((S)-2-(1-((2-aminopyrido[3,2-d]pyrimidin-4-yl)amino)ethyl)-5-chloro-3-phenylquinazolin-4(3H)-one), CC1=NC=C(C=N1)B1OC(C(O1)(C)C)(C)C (2-methyl-5-(4,4,5,5-tetramethyl-1,3,2-dioxaborolan-2-yl)pyrimidine), C1(CCCCC1)P(C1=C(C=CC=C1)C1=C(C=CC=C1OC(C)C)OC(C)C)C1CCCCC1 (2-dicyclohexylphosphino-2′,6′-diisopropoxybiphenyl), C(=O)([O-])[O-].[Na+].[Na+] (Na2CO3). Reagents/catalysts: C(C)(=O)[O-].[Pd+2].C(C)(=O)[O-] (palladium(II) acetate). Solvent: O1CCOCC1.O (1,4-dioxane H2O). Reaction conditions: temperature 120 celsius, time 1 hour. Product: NC=1N=C(C2=C(N1)C=CC=N2)N[C@@H](C)C2=NC1=CC=CC(=C1C(N2C2=CC=CC=C2)=O)C=2C=NC(=NC2)C ((S)-2-(1-((2-aminopyrido[3,2-d]pyrimidin-4-yl)amino)ethyl)-5-(2-methylpyrimidin-5-yl)-3-phenylquinazolin-4(3H)-one). The yield is 50.6%. As a reaction SMILES: [NH2:1][C:2]1[N:3]=[C:4]([NH:12][C@H:13]([C:15]2[N:24]([C:25]3[CH:30]=[CH:29][CH:28]=[CH:27][CH:26]=3)[C:23](=[O:31])[C:22]3[C:17](=[CH:18][CH:19]=[CH:20][C:21]=3Cl)[N:16]=2)[CH3:14])[C:5]2[N:11]=[CH:10][CH:9]=[CH:8][C:6]=2[N:7]=1.[CH3:33][C:34]1[N:39]=[CH:38][C:37](B2OC(C)(C)C(C)(C)O2)=[CH:36][N:35]=1.C1(P(C2CCCCC2)C2C=CC=CC=2C2C(OC(C)C)=CC=CC=2OC(C)C)CCCCC1.C([O-])([O-])=O.[Na+].[Na+]>O1CCOCC1.O.C([O-])(=O)C.[Pd+2].C([O-])(=O)C>[NH2:1][C:2]1[N:3]=[C:4]([NH:12][C@H:13]([C:15]2[N:24]([C:25]3[CH:30]=[CH:29][CH:28]=[CH:27][CH:26]=3)[C:23](=[O:31])[C:22]3[C:17](=[CH:18][CH:19]=[CH:20][C:21]=3[C:37]3[CH:36]=[N:35][C:34]([CH3:33])=[N:39][CH:38]=3)[N:16]=2)[CH3:14])[C:5]2[N:11]=[CH:10][CH:9]=[CH:8][C:6]=2[N:7]=1 |f:3.4.5,6.7,8.9.10|. Procedure: To a solution of (S)-2-(1-((2-aminopyrido[3,2-d]pyrimidin-4-yl)amino)ethyl)-5-chloro-3-phenylquinazolin-4(3H)-one (30 mg, 0.067 mmol) and 2-methyl-5-(4,4,5,5-tetramethyl-1,3,2-dioxaborolan-2-yl)pyrimidine (22 mg, 0.1 mmol) in 1,4-dioxane-H2O (4:1, 2 mL) in a sealed tube, 2-dicyclohexylphosphino-2′,6′-diisopropoxybiphenyl (15.6 mg, 0.034 mmol), palladium(II) acetate (3.8 mg, 0.017 mmol), and Na2CO3 (21 mg, 0.20 mmol) were added sequentially. The mixture was degassed and backfilled with argon (thr... The reactants are C(#N)[BH3-].[Na+] (Sodium cyanoborohydride), C(=O)(O)[O-].[Na+] (NaHCO3), C(C)N1C(N(C2=C1C=CC=C2)C2CCNCC2)=O (4-(3-ethyl-2-oxo-1-benzimidazolinyl)piperidine), O=S1(N(C(C2=C1C=CC=C2)=O)CCCC(C)=O)=O (1,1-dioxido-2-(4-oxo-pentyl)-1,2-benzisothiazol-3-(2H)-one). The reagents and catalysts are [Ti+4] (titanium (IV)). Solvent: O (water), C(C)(C)O (isopropanol), CCO (EtOH). Run at temperature 55 celsius, time 20 hour. The product is O=S1(N(C(C2=C1C=CC=C2)=O)CCCC(C)N2CCC(CC2)N2C(N(C1=C2C=CC=C1)CC)=O)=O ((±)1,1-dioxido-2-(4-(4-(3-ethyl-2-oxo-1-benzimidazolinyl)piperidin-1-yl)pentyl)-1,2-benzisothiazol-3(2H)-one). Reaction SMILES: [CH2:1]([N:3]1[C:7]2[CH:8]=[CH:9][CH:10]=[CH:11][C:6]=2[N:5]([CH:12]2[CH2:17][CH2:16][NH:15][CH2:14][CH2:13]2)[C:4]1=[O:18])[CH3:2].[O:19]=[S:20]1(=[O:36])[C:24]2[CH:25]=[CH:26][CH:27]=[CH:28][C:23]=2[C:22](=[O:29])[N:21]1[CH2:30][CH2:31][CH2:32][C:33](=O)[CH3:34].C([BH3-])#N.[Na+].C([O-])(O)=O.[Na+]>C(O)(C)C.CCO.[Ti+4].O>[O:19]=[S:20]1(=[O:36])[C:24]2[CH:25]=[CH:26][CH:27]=[CH:28][C:23]=2[C:22](=[O:29])[N:21]1[CH2:30][CH2:31][CH2:32][CH:33]([N:15]1[CH2:16][CH2:17][CH:12]([N:5]2[C:6]3[CH:11]=[CH:10][CH:9]=[CH:8][C:7]=3[N:3]([CH2:1][CH3:2])[C:4]2=[O:18])[CH2:13][CH2:14]1)[CH3:34] |f:2.3,4.5|. Procedure: A mixture of 4-(3-ethyl-2-oxo-1-benzimidazolinyl)piperidine (319 mg, 1.0 mmol) and 1,1-dioxido-2-(4-oxo-pentyl)-1,2-benzisothiazol-3-(2H)-one (267 mg, 1.0 mmol) in isopropanol (0.4 mL) containing titanium (IV) isoproproxide (0.4 mL, 1.3 mmol) was heated at 55° C. under an argon atmosphere for one hour to give a yellow solution. This solution was cooled to room temperature and diluted with absolute EtOH (4 mL). Sodium cyanoborohydride (70 mg, 1.1 mmol) was added and the reaction mixture stirred f... Yields the product COc1ccc(C=O)cc1OC1CCCC1. Starting materials: O=C([O-])[O-], CN(C)C=O, BrC1CCCC1, [I-], [K+], [K+], [K+], O, COc1ccc(C=O)cc1O. Reaction SMILES: [C:14](=[O:15])([O-:16])[O-:17].[CH3:26][N:27]([CH3:28])[CH:29]=[O:30].[CH:20]1([Br:25])[CH2:21][CH2:22][CH2:23][CH2:24]1.[I-:13].[K+:12].[K+:18].[K+:19].[OH2:31].[OH:1][c:2]1[cH:3][c:4]([CH:5]=[O:6])[cH:7][cH:8][c:9]1[O:10][CH3:11]>>[O:1]([c:2]1[cH:3][c:4]([CH:5]=[O:6])[cH:7][cH:8][c:9]1[O:10][CH3:11])[CH:20]1[CH2:21][CH2:22][CH2:23][CH2:24]1. RXN SMILES: [C:20]([CH2:21][CH2:22][CH2:23][CH2:24][CH3:25])(=[O:26])[CH:27]=[P:28]([c:29]1[cH:30][cH:31][cH:32][cH:33][cH:34]1)([c:35]1[cH:36][cH:37][cH:38][cH:39][cH:40]1)[c:41]1[cH:42][cH:43][cH:44][cH:45][cH:46]1.[CH:1](=[O:2])[CH:3]1[CH:4]([CH2:12][CH2:13][CH2:14][CH2:15][CH2:16][CH2:17][CH2:18][OH:19])[C:5]2([O:6][CH2:7][CH2:8][O:9]2)[CH2:10][CH2:11]1.[O:47]1[CH2:48][CH2:49][CH2:50][CH2:51]1>>[CH:1]([CH:3]1[CH:4]([CH2:12][CH2:13][CH2:14][CH2:15][CH2:16][CH2:17][CH2:18][OH:19])[C:5]2([O:6][CH2:7][CH2:8][O:9]2)[CH2:10][CH2:11]1)=[CH:27][C:20]([CH2:21][CH2:22][CH2:23][CH2:24][CH3:25])=[O:26]. The reactants are CCCCCC(=O)C=P(c1ccccc1)(c1ccccc1)c1ccccc1, O=CC1CCC2(OCCO2)C1CCCCCCCO, C1CCOC1. The product is CCCCCC(=O)C=CC1CCC2(OCCO2)C1CCCCCCCO. Reactants: C([O-])([O-])=O.[K+].[K+] (potassium carbonate), ClC(C(=O)NCC(C)=O)Cl (3-(dichloroacetylamino)-2-propanone), C(CO)O (ethylene glycol), ClC(C)Cl (dichloroethane). Reagents/catalysts: C1=C(C=CC2=CC=CC=C12)S(=O)(=O)O (β-naphthalene sulfonic acid). Solvent: O (water). The product is CC1(OCCO1)CNC(CCl)=O (2-methyl-2-(chloroacetylamino)methyl-1,3-dioxolane). Yield: 34.4%. As a reaction SMILES: Cl[CH:2]([Cl:10])[C:3]([NH:5][CH2:6][C:7](=[O:9])[CH3:8])=[O:4].[CH2:11](O)[CH2:12][OH:13].ClC(Cl)C.C(=O)([O-])[O-].[K+].[K+]>C1C2C(=CC=CC=2)C=CC=1S(O)(=O)=O.O>[CH3:8][C:7]1([CH2:6][NH:5][C:3](=[O:4])[CH2:2][Cl:10])[O:9][CH2:11][CH2:12][O:13]1 |f:3.4.5|. Reported procedure: Six g of 3-(dichloroacetylamino)-2-propanone (0.03 mole), 2.0 g (0.03 mole) of ethylene glycol, 0.2 g of β-naphthalene sulfonic acid, and 100 ml of dichloroethane were combined in a reaction flask and refluxed until water stopped coming off. Then the reaction was stirred with potassium carbonate and filtered over Florisil. The filtrate was evaporated to yield 2.0 g of 2-methyl-2-(chloroacetylamino)methyl-1,3-dioxolane, a white solid. m.p.=128°-130° C. Structure was confirmed by NMR. Starting materials: CCCCOC(=O)c1sc(-c2n[nH]c(Cc3ccccc3)n2)cc1C, CC(=O)O, CCO, [Na+], [OH-], O. Product: Cc1cc(-c2n[nH]c(Cc3ccccc3)n2)sc1C(=O)O. As a reaction SMILES: [CH2:1]([c:2]1[cH:3][cH:4][cH:5][cH:6][cH:7]1)[c:8]1[n:9][c:10](-[c:13]2[cH:14][c:15]([CH3:25])[c:16]([C:18](=[O:19])[O:20][CH2:21][CH2:22][CH2:23][CH3:24])[s:17]2)[n:11][nH:12]1.[CH3:28][C:29](=[O:30])[OH:31].[CH3:32][CH2:33][OH:34].[Na+:27].[OH-:26].[OH2:35]>>[CH2:1]([c:2]1[cH:3][cH:4][cH:5][cH:6][cH:7]1)[c:8]1[n:9][c:10](-[c:13]2[cH:14][c:15]([CH3:25])[c:16]([C:18](=[O:19])[OH:20])[s:17]2)[n:11][nH:12]1. Starting materials: C=O (formaldehyde), [OH-].[Na+] (NaOH), CC(CO)CCO (2-methyl-1,4-butanediol), C(CCCO)O (1,4-butanediol), O1CCC=C1 (2,3-dihydrofuran), OS(=O)(=O)O (H2SO4), OCCCC=O (4-hydroxybutyraldehyde), cyclic hemiacetal, OC1OCCC1 (2-hydroxytetrahydrofuran), [OH-].[Na+] (NaOH), [H][H] (hydrogen). The reagents and catalysts are [Ni] (Raney nickel). The solvent is O (water). Product: OCCCC=O.OC1OCCC1 (4-hydroxybutyraldehyde 2-hydroxytetrahydrofuran). RXN SMILES: O1C=CCC1.OS(O)(=O)=O.[OH-].[Na+].[OH:13][CH2:14][CH2:15][CH2:16][CH:17]=[O:18].[OH:19][CH:20]1[CH2:24][CH2:23][CH2:22][O:21]1.C=O.[H][H].C(O)CCCO.CC(CCO)CO>[Ni].O>[OH:18][CH2:17][CH2:16][CH2:15][CH:14]=[O:13].[OH:19][CH:20]1[CH2:24][CH2:23][CH2:22][O:21]1 |f:2.3,12.13|. Procedure details: The 4-hydroxybutyraldehyde/2-hydroxytetrahydrofuran was prepared by adding 20 parts of 2,3-dihydrofuran to 10 parts of 2% H2SO4 over about 20 minutes, keeping the temperature at 35° with cooling. The mixture was then neutralized with 30% NaOH. The organic portion of the resulting homogeneous product was a 2:1 mixture of 4-hydroxybutyraldehyde and its cyclic hemiacetal, 2-hydroxytetrahydrofuran. Thirty parts of that mixture were mixed with 10 parts of water, 4.3 parts of 37% aqueous formaldehyde,... Reactants: C(C1=CC=CC=C1)OC1=C(C=C2C(=NC=NC2=C1)NC(=NC1=C(C=CC=C1C)C)NCCCN(C)C)OC (N-(7-benzyloxy-6-methoxyquinazolin-4-yl)-N′-(3-dimethylaminopropyl)-N″-(2,6-dimethylphenyl)guanidine). Run in FC(C(=O)O)(F)F (trifluoroacetic acid). Run at temperature 70 celsius. The product is CN(CCCNC(=NC1=NC=NC2=CC(=C(C=C12)OC)O)NC1=C(C=CC=C1C)C)C (N-(3-dimethylaminopropyl)-N′-(2,6-dimethylphenyl)-N″-(7-hydroxy-6-methoxyquinazolin-4-yl)guanidine). Yield: 91.1%. Reaction SMILES: C([O:8][C:9]1[CH:18]=[C:17]2[C:12]([C:13]([NH:19][C:20]([NH:30][CH2:31][CH2:32][CH2:33][N:34]([CH3:36])[CH3:35])=[N:21][C:22]3[C:27]([CH3:28])=[CH:26][CH:25]=[CH:24][C:23]=3[CH3:29])=[N:14][CH:15]=[N:16]2)=[CH:11][C:10]=1[O:37][CH3:38])C1C=CC=CC=1>FC(F)(F)C(O)=O>[CH3:36][N:34]([CH3:35])[CH2:33][CH2:32][CH2:31][NH:30][C:20]([NH:21][C:22]1[C:23]([CH3:29])=[CH:24][CH:25]=[CH:26][C:27]=1[CH3:28])=[N:19][C:13]1[C:12]2[C:17](=[CH:18][C:9]([OH:8])=[C:10]([O:37][CH3:38])[CH:11]=2)[N:16]=[CH:15][N:14]=1. Procedure details: A mixture of N-(7-benzyloxy-6-methoxyquinazolin-4-yl)-N′-(3-dimethylaminopropyl)-N″-(2,6-dimethylphenyl)guanidine (2.21 g) and trifluoroacetic acid (40 ml) was stirred and heated to 70° C. for 16 hours. The reaction mixture was evaporated and the residue was partitioned between ethyl acetate and a saturated aqueous sodium bicarbonate solution. The organic layer was dried over magnesium sulphate, filtered and evaporated and the residue was purified by column chromatography on silica using increas...